From a dataset of the Open Reaction Database (ORD), a public repository of structured organic reaction records. describe an organic reaction: reactants, conditions, products, and yield The reactants are C(Cl)Cl (Methylene chloride), O (water), 10.0, 9, NC1=NNC(=N1)S (3-amino-5-mercapto-1,2,4-triazole), C(C1=CC=CC=C1)(=O)CC(C)=O (benzoylacetone). The solvent is C(C)(=O)O (acetic acid). Product: CC1=NC=2N(C(=C1)C1=CC=CC=C1)N=C(N2)S (5-methyl-7-phenyl-1,2,4-triazolo[1,5-a]pyrimidin-2-thiol). As a reaction SMILES: [NH2:1][C:2]1[N:6]=[C:5]([SH:7])[NH:4][N:3]=1.[C:8]([CH2:16][C:17](=O)[CH3:18])(=O)[C:9]1[CH:14]=[CH:13][CH:12]=[CH:11][CH:10]=1.C(Cl)Cl.O>C(O)(=O)C>[CH3:18][C:17]1[CH:16]=[C:8]([C:9]2[CH:14]=[CH:13][CH:12]=[CH:11][CH:10]=2)[N:3]2[N:4]=[C:5]([SH:7])[N:6]=[C:2]2[N:1]=1. Reported procedure: A mixture of 10.0 9 (86 mmol) 3-amino-5-mercapto-1,2,4-triazole and 14.0 g (86.5 mmol) of benzoylacetone in 100 ml of glacial acetic acid was heated at reflux 4 hours. Methylene chloride (500 ml) and excess water were added. The organic layer was separated and washed with water, brine, dried over magnesium sulfate and evaporated in vacuo to give a residue to which n-butyl chloride was added. Filtering gave 4.9 g of crude 5-methyl-7-phenyl-1,2,4-triazolo[1,5-a]pyrimidin-2-thiol which was used dir... Starting materials: C(C#CC)N1C(=NC(=C1C#N)CO)N1CCN(CC1)C(=O)OC(C)(C)C (t-butyl 4-[1-(2-butynyl)-5-cyano-4-hydroxymethyl-1H-imidazol-2-yl]piperazine-1-carboxylate). The reagents and catalysts are [O-2].[O-2].[Mn+4] (manganese dioxide). The solvent is ClCCl (dichloromethane). Conditions: time 15 hour. The product is C(C#CC)N1C(=NC(=C1C#N)C=O)N1CCN(CC1)C(=O)OC(C)(C)C (t-Butyl 4-[1-(2-butynyl)-5-cyano-4-formyl-1H-imidazol-2-yl]piperazine-1-carboxylate). The yield is 82.7%. As a reaction SMILES: [CH2:1]([N:5]1[C:9]([C:10]#[N:11])=[C:8]([CH2:12][OH:13])[N:7]=[C:6]1[N:14]1[CH2:19][CH2:18][N:17]([C:20]([O:22][C:23]([CH3:26])([CH3:25])[CH3:24])=[O:21])[CH2:16][CH2:15]1)[C:2]#[C:3][CH3:4]>[O-2].[O-2].[Mn+4].ClCCl>[CH2:1]([N:5]1[C:9]([C:10]#[N:11])=[C:8]([CH:12]=[O:13])[N:7]=[C:6]1[N:14]1[CH2:15][CH2:16][N:17]([C:20]([O:22][C:23]([CH3:26])([CH3:25])[CH3:24])=[O:21])[CH2:18][CH2:19]1)[C:2]#[C:3][CH3:4] |f:1.2.3|. Procedure: 3.28 g of manganese dioxide was added to a 5 ml dichloromethane solution of 1.35 g of t-butyl 4-[1-(2-butynyl)-5-cyano-4-hydroxymethyl-1H-imidazol-2-yl]piperazine-1-carboxylate. The reaction solution was stirred at room temperature for 15 hours, then stirred and heated under reflux for five hours. The solution was filtered, and then concentrated under reduced pressure. The residue was purified by silica gel column chromatography. Thus, 1.11 g of the title compound was obtained from the fraction ... Reactants: O=c1ccc(Br)cn1CC1CC1, O=C([O-])[O-], CN(C)C=O, [Na+], [Na+], O, CC(c1ccc(B2OC(C)(C)C(C)(C)O2)cc1)N1CCC(CC(C)(C)O)(c2ccccc2)OC1=O. The product is CC(c1ccc(-c2ccc(=O)n(CC3CC3)c2)cc1)N1CCC(CC(C)(C)O)(c2ccccc2)OC1=O. RXN SMILES: [Br:42][c:43]1[cH:44][cH:45][c:46](=[O:53])[n:47]([CH2:49][CH:50]2[CH2:51][CH2:52]2)[cH:48]1.[C:1](=[O:2])([O-:3])[O-:4].[CH3:55][N:56]([CH3:57])[CH:58]=[O:59].[Na+:5].[Na+:6].[OH2:54].[OH:7][C:8]([CH2:9][C:10]1([c:34]2[cH:35][cH:36][cH:37][cH:38][cH:39]2)[CH2:11][CH2:12][N:13]([CH:17]([CH3:18])[c:19]2[cH:20][cH:21][c:22]([B:25]3[O:26][C:27]([CH3:28])([CH3:29])[C:30]([CH3:31])([CH3:32])[O:33]3)[cH:23][cH:24]2)[C:14](=[O:16])[O:15]1)([CH3:40])[CH3:41]>>[OH:7][C:8]([CH2:9][C:10]1([c:34]2[cH:35][cH:36][cH:37][cH:38][cH:39]2)[CH2:11][CH2:12][N:13]([CH:17]([CH3:18])[c:19]2[cH:20][cH:21][c:22](-[c:43]3[cH:44][cH:45][c:46](=[O:53])[n:47]([CH2:49][CH:50]4[CH2:51][CH2:52]4)[cH:48]3)[cH:23][cH:24]2)[C:14](=[O:16])[O:15]1)([CH3:40])[CH3:41]. Starting materials: OCCCOC1=CC=C(C=C1)C[C@@H](C(=O)O)OC ((2S)-3-[4-(3-Hydroxy-propoxy)-phenyl]-2-methoxy-propionic acid), OC=1C=C2C(C=C(OC2=CC1)C1=CC=CC=C1)=O (6-hydroxyflavone). Yields the product CO[C@H](C(=O)O)CC1=CC=C(C=C1)OCCCOC=1C=C2C(CC(OC2=CC1)C1=CC=CC=C1)=O ((2S)-2-Methoxy-3-{4-[3-(4-oxo-2-phenyl-chroman-6-yloxy)-propoxy]-phenyl}-propionic acid). As a reaction SMILES: [OH:1][CH2:2][CH2:3][CH2:4][O:5][C:6]1[CH:11]=[CH:10][C:9]([CH2:12][C@H:13]([O:17][CH3:18])[C:14]([OH:16])=[O:15])=[CH:8][CH:7]=1.O[C:20]1[CH:21]=[C:22]2[C:27](=[CH:28][CH:29]=1)[O:26][C:25]([C:30]1[CH:35]=[CH:34][CH:33]=[CH:32][CH:31]=1)=[CH:24][C:23]2=[O:36]>>[CH3:18][O:17][C@@H:13]([CH2:12][C:9]1[CH:10]=[CH:11][C:6]([O:5][CH2:4][CH2:3][CH2:2][O:1][C:20]2[CH:21]=[C:22]3[C:27](=[CH:28][CH:29]=2)[O:26][CH:25]([C:30]2[CH:31]=[CH:32][CH:33]=[CH:34][CH:35]=2)[CH2:24][C:23]3=[O:36])=[CH:7][CH:8]=1)[C:14]([OH:16])=[O:15]. Reported procedure: The title compound was prepared from (2S)-3-[4-(3-Hydroxy-propoxy)-phenyl]-2-methoxy-propionic acid linked to Wang's Resin (Example 94, Step D) via Mitsunobu coupling with 6-hydroxyflavone and cleavage from the resin (Standard Procedure G) gave an oily solid. Starting materials: OCC=CCO, COc1ccc(CCl)cc1, [Cl-], [H-], [Na+], [Na+], CN(C)C=O. Yields the product COc1ccc(COCC=CCO)cc1. RXN SMILES: [CH2:1]([CH:2]=[CH:3][CH2:4][OH:5])[OH:6].[CH3:9][O:10][c:11]1[cH:12][cH:13][c:14]([CH2:15][Cl:16])[cH:17][cH:18]1.[Cl-:19].[H-:7].[Na+:20].[Na+:8].[O:21]=[CH:22][N:23]([CH3:24])[CH3:25]>>[CH2:1]([CH:2]=[CH:3][CH2:4][O:5][CH2:15][c:14]1[cH:13][cH:12][c:11]([O:10][CH3:9])[cH:18][cH:17]1)[OH:6]. Reactants: [N+](=O)(O)[O-] (HNO3), OS(=O)(=O)O (H2SO4), C1(=CC=CC=C1)N1N=C(C=C1C(=O)OC)C(F)(F)F (methyl 1-phenyl-3-(trifluoromethyl)-1H-pyrazole-5-carboxylate). Solvent: C(C)(=O)O (acetic acid). Reaction conditions: temperature 0 celsius. Product: [N+](=O)([O-])C1=CC=C(C=C1)N1N=C(C=C1C(=O)OC)C(F)(F)F (methyl 1-(4-nitrophenyl)-3-(trifluoromethyl)-1H-pyrazole-5-carboxylate). Reaction SMILES: [C:1]1([N:7]2[C:11]([C:12]([O:14][CH3:15])=[O:13])=[CH:10][C:9]([C:16]([F:19])([F:18])[F:17])=[N:8]2)[CH:6]=[CH:5][CH:4]=[CH:3][CH:2]=1.[N+:20]([O-])([OH:22])=[O:21].OS(O)(=O)=O>C(O)(=O)C>[N+:20]([C:4]1[CH:3]=[CH:2][C:1]([N:7]2[C:11]([C:12]([O:14][CH3:15])=[O:13])=[CH:10][C:9]([C:16]([F:18])([F:19])[F:17])=[N:8]2)=[CH:6][CH:5]=1)([O-:22])=[O:21]. Reported procedure: Intermediate 8 (2 g, 7.4 mmol) was dissolved in acetic acid (15 ml), cooled to 0° C. and added nitration mixture (6 ml HNO3 and 6 ml H2SO4) drop-wise. Reaction mixture was heated to 60° C. for overnight. Work up (AcOEt:H2O) and purification on silicagel (60-120 mesh silicagel) using EA and pet ether (3:97) as eluent afforded the title compound (850 mg) as a white solid. 1H-NMR (δ ppm, CDCl3, 400 MHz): 8.37 (d, J 9, 2H), 7.68 (d, J 9, 2H), 7.31 (s, 1H), 3.87 (s, 3H). Starting materials: CCCCCCOc1ccc(-c2ncc(C#N)c(O)n2)cc1, CCOC=C(C#N)C(=O)OCC, CCCCCCOc1ccc(C(=N)N)cc1, CCO, Cl, [Na+], [OH-], O=P(Cl)(Cl)Cl. The product is CCCCCCOc1ccc(-c2ncc(C#N)c(Cl)n2)cc1. RXN SMILES: [C:32](#[N:33])[c:34]1[c:35]([OH:53])[n:36][c:37](-[c:40]2[cH:41][cH:42][c:43]([O:46][CH2:47][CH2:48][CH2:49][CH2:50][CH2:51][CH3:52])[cH:44][cH:45]2)[n:38][cH:39]1.[CH2:18]([O:19][C:20](=[O:21])[C:22](=[CH:23][O:24][CH2:25][CH3:26])[C:27]#[N:28])[CH3:29].[CH2:2]([O:3][c:4]1[cH:5][cH:6][c:7]([C:8]([NH2:9])=[NH:10])[cH:11][cH:12]1)[CH2:13][CH2:14][CH2:15][CH2:16][CH3:17].[CH3:59][CH2:60][OH:61].[ClH:1].[Na+:31].[OH-:30].[P:54]([Cl:55])([Cl:56])([Cl:57])=[O:58]>>[C:32](#[N:33])[c:34]1[c:35]([Cl:56])[n:36][c:37](-[c:40]2[cH:41][cH:42][c:43]([O:46][CH2:47][CH2:48][CH2:49][CH2:50][CH2:51][CH3:52])[cH:44][cH:45]2)[n:38][cH:39]1. Starting materials: CCOC(=O)C=CC(Cc1ccc(-c2ccccc2)cc1)NC(=O)OC(C)(C)C, CCO. Product: CCOC(=O)CCC(Cc1ccc(-c2ccccc2)cc1)NC(=O)OC(C)(C)C. As a reaction SMILES: [CH2:1]([CH3:2])[O:3][C:4]([CH:5]=[CH:6][CH:7]([CH2:8][c:9]1[cH:10][cH:11][c:12](-[c:15]2[cH:16][cH:17][cH:18][cH:19][cH:20]2)[cH:13][cH:14]1)[NH:21][C:22](=[O:23])[O:24][C:25]([CH3:26])([CH3:27])[CH3:28])=[O:29].[CH3:30][CH2:31][OH:32]>>[CH2:1]([CH3:2])[O:3][C:4]([CH2:5][CH2:6][CH:7]([CH2:8][c:9]1[cH:10][cH:11][c:12](-[c:15]2[cH:16][cH:17][cH:18][cH:19][cH:20]2)[cH:13][cH:14]1)[NH:21][C:22](=[O:23])[O:24][C:25]([CH3:26])([CH3:27])[CH3:28])=[O:29]. Starting materials: CCCCOCCOc1ccc(-c2ccc3c(c2)C=C(C(=O)Nc2ccc(SCc4nccn4CCO)cc2)CCN3CC(C)C)cc1, ClCCl, [Na+], [Na+], O=C(OO)c1cccc(Cl)c1, O=S([O-])([O-])=S. Product: CCCCOCCOc1ccc(-c2ccc3c(c2)C=C(C(=O)Nc2ccc(S(=O)Cc4nccn4CCO)cc2)CCN3CC(C)C)cc1. Reaction SMILES: [CH2:1]([CH2:2][CH2:3][CH3:4])[O:5][CH2:6][CH2:7][O:8][c:9]1[cH:10][cH:11][c:12](-[c:15]2[cH:16][cH:17][c:18]3[c:19]([cH:48]2)[CH:20]=[C:21]([C:29](=[O:30])[NH:31][c:32]2[cH:33][cH:34][c:35]([S:38][CH2:39][c:40]4[n:41]([CH2:45][CH2:46][OH:47])[cH:42][cH:43][n:44]4)[cH:36][cH:37]2)[CH2:22][CH2:23][N:24]3[CH2:25][CH:26]([CH3:27])[CH3:28])[cH:13][cH:14]1.[Cl:67][CH2:68][Cl:69].[Na+:65].[Na+:66].[OH:49][O:50][C:51]([c:52]1[cH:53][c:54]([Cl:55])[cH:56][cH:57][cH:58]1)=[O:59].[S:60]([O-:61])([O-:62])(=[O:63])=[S:64]>>[CH2:1]([CH2:2][CH2:3][CH3:4])[O:5][CH2:6][CH2:7][O:8][c:9]1[cH:10][cH:11][c:12](-[c:15]2[cH:16][cH:17][c:18]3[c:19]([cH:48]2)[CH:20]=[C:21]([C:29](=[O:30])[NH:31][c:32]2[cH:33][cH:34][c:35]([S:38]([CH2:39][c:40]4[n:41]([CH2:45][CH2:46][OH:47])[cH:42][cH:43][n:44]4)=[O:49])[cH:36][cH:37]2)[CH2:22][CH2:23][N:24]3[CH2:25][CH:26]([CH3:27])[CH3:28])[cH:13][cH:14]1.